The task is: describe an organic reaction: reactants, conditions, products, and yield. This data is from the Open Reaction Database (ORD), a public repository of structured organic reaction records. The reactants are [BH4-], CCCCCCC(C(C)=O)c1nc(C)c2c(=O)[nH]c(Cc3ccc(OC)cc3)nn12, [Na+]. Yields the product CCCCCCC(c1nc(C)c2c(=O)[nH]c(Cc3ccc(OC)cc3)nn12)C(C)O. As a reaction SMILES: [BH4-:31].[C:1]([CH3:2])(=[O:3])[CH:4]([CH2:5][CH2:6][CH2:7][CH2:8][CH2:9][CH3:10])[c:11]1[n:12][c:13]([CH3:30])[c:14]2[c:15](=[O:29])[nH:16][c:17]([CH2:20][c:21]3[cH:22][cH:23][c:24]([O:27][CH3:28])[cH:25][cH:26]3)[n:18][n:19]12.[Na+:32]>>[CH:1]([CH3:2])([OH:3])[CH:4]([CH2:5][CH2:6][CH2:7][CH2:8][CH2:9][CH3:10])[c:11]1[n:12][c:13]([CH3:30])[c:14]2[c:15](=[O:29])[nH:16][c:17]([CH2:20][c:21]3[cH:22][cH:23][c:24]([O:27][CH3:28])[cH:25][cH:26]3)[n:18][n:19]12. Starting materials: CC(=O)C.OS(=O)(=O)O.O=[Cr](=O)=O (Jones' reagent), CC(C)(C)OC(=O)N1C[C@@H](C[C@H]1C(=O)OC)O (Boc-HYP-OMe). The solvent is CC(=O)C (acetone). Reaction conditions: time 30 minute. Yields the product COC(=O)[C@H]1N(CC(C1)=O)C(=O)OC(C)(C)C ((S)-4-oxo-pyrrolidine-1,2-dicarboxylic acid 1-tert-butyl ester 2-methyl ester). As a reaction SMILES: CC(C)=O.OS(O)(=O)=O.O=[Cr](=O)=O.[CH3:14][C:15]([O:18][C:19]([N:21]1[C@H:25]([C:26]([O:28][CH3:29])=[O:27])[CH2:24][C@@H:23]([OH:30])[CH2:22]1)=[O:20])([CH3:17])[CH3:16]>CC(C)=O>[CH3:29][O:28][C:26]([C@@H:25]1[CH2:24][C:23](=[O:30])[CH2:22][N:21]1[C:19]([O:18][C:15]([CH3:17])([CH3:16])[CH3:14])=[O:20])=[O:27] |f:0.1.2|. Reported procedure: Jones' reagent (11 mL, 88.5 mmol) is added dropwise over a period of 5 minutes to a solution of Boc-HYP-OMe (3 g, 12.2 mmol) in acetone (150 mL). The stirring is continued for an additional 30 minutes. The reaction is quenched with methanol (3 mL) and stirred at room temperature overnight. The reaction mixture is filtered through Celite® and the filtrate is concentrated under reduced pressure. It was diluted with water and extracted with dichloromethane 3 times. The organics are combined and was...